This data is from the Open Reaction Database (ORD), a public repository of structured organic reaction records. The task is: describe an organic reaction: reactants, conditions, products, and yield As a reaction SMILES: [Br-:22].[CH2:35]1[O:36][CH2:37][CH2:38][CH2:39]1.[CH3:6][O:7][N:8]([C:9]([CH:10]([CH3:11])[NH:12][C:13]([O:14][C:15]([CH3:16])([CH3:17])[CH3:18])=[O:19])=[O:20])[CH3:21].[CH:2]([Mg+:3])([CH3:4])[CH3:5].[Cl-:1].[ClH:34].[O:23]1[c:24]2[c:25]([cH:29][c:30]([Mg+:33])[cH:31][cH:32]2)[O:26][CH2:27][CH2:28]1.[OH2:40]>>[CH:9]([CH:10]([CH3:11])[NH:12][C:13]([O:14][C:15]([CH3:16])([CH3:17])[CH3:18])=[O:19])([OH:20])[c:30]1[cH:29][c:25]2[c:24]([cH:32][cH:31]1)[O:23][CH2:28][CH2:27][O:26]2. Yields the product CC(NC(=O)OC(C)(C)C)C(O)c1ccc2c(c1)OCCO2. The reactants are [Br-], C1CCOC1, CON(C)C(=O)C(C)NC(=O)OC(C)(C)C, CC(C)[Mg+], [Cl-], Cl, [Mg+]c1ccc2c(c1)OCCO2, O. The reactants are OCC1=CC(=C(C=C1)C1=CC=C(C=C1)C(=O)OC)OC (methyl 4′-(hydroxymethyl)-2′-methoxy-1,1′-biphenyl-4-carboxylate), [Li+].[Br-] (LiBr), P(Br)(Br)Br (PBr3). Run in CN(C)C=O (DMF). Reaction conditions: time 30 minute. Product: BrCC1=CC(=C(C=C1)C1=CC=C(C=C1)C(=O)OC)OC (methyl 4′-(bromomethyl)-2′-methoxy-1,1′-biphenyl-4-carboxylate). Reaction SMILES: O[CH2:2][C:3]1[CH:8]=[CH:7][C:6]([C:9]2[CH:14]=[CH:13][C:12]([C:15]([O:17][CH3:18])=[O:16])=[CH:11][CH:10]=2)=[C:5]([O:19][CH3:20])[CH:4]=1.[Li+].[Br-].P(Br)(Br)[Br:24]>CN(C=O)C>[Br:24][CH2:2][C:3]1[CH:8]=[CH:7][C:6]([C:9]2[CH:14]=[CH:13][C:12]([C:15]([O:17][CH3:18])=[O:16])=[CH:11][CH:10]=2)=[C:5]([O:19][CH3:20])[CH:4]=1 |f:1.2|. Procedure: A solution of Example 417A (1.50 g, 5.51 mmol) in DMF (18.0 mL) at 0° C. was treated with LiBr (526 mg, 6.06 mmol) and PBr3 (1.64 g, 6.06 mmol), warmed to room temperature, and stirred for 30 minutes. The solution was purified by flash column chromatography on silica gel with 3:7 ethyl acetate/hexanes to provide the desired product.